This data is from the Open Reaction Database (ORD), a public repository of structured organic reaction records. The task is: describe an organic reaction: reactants, conditions, products, and yield Reactants: COCC(=O)OC (methyl methoxyacetate), N1(C=NC=C1)CCO (2-(1H-imidazol-1-yl)ethanol). Reagents/catalysts: C[O-].[Na+] (sodium methoxide). Solvent: C1(=CC=CC=C1)C (toluene). Product: COCC(=O)OCCN1C=NC=C1 (2-(1H-imidazol-1-yl)ethyl methoxyacetate). Yield: 90.2%. RXN SMILES: [N:1]1([CH2:6][CH2:7][OH:8])[CH:5]=[CH:4][N:3]=[CH:2]1.[CH3:9][O:10][CH2:11][C:12](OC)=[O:13]>C[O-].[Na+].C1(C)C=CC=CC=1>[CH3:9][O:10][CH2:11][C:12]([O:8][CH2:7][CH2:6][N:1]1[CH:5]=[CH:4][N:3]=[CH:2]1)=[O:13] |f:2.3|. Reported procedure: In a nitrogen atmosphere, a mixture of 112 g of 2-(1H-imidazol-1-yl)ethanol, synthesized in Synthesis Example 1, 156 g of methyl methoxyacetate, 3.0 g of sodium methoxide, and 200 g of toluene was heated under reflux for 20 hours while distilling off the methanol formed during the reaction. The solvent was distilled off in vacuo. Purification by vacuum distillation gave 166 g of 2-(1H-imidazol-1-yl)ethyl methoxyacetate (boiling point 126° C./27 Pa, yield 90%). Reactants: C(C)(=O)NC(CCC(=O)O)CC1=CC(=CC=C1)OC (4-acetylamino-5-(3-methoxyphenyl)valeric acid), C=C[C@H]1CN2CC[C@H]1C[C@@H]2[C@H](C3=CC=NC4=CC=CC=C34)O ((+)-cinchonine). Solvent: O1CCOCC1 (1,4-dioxane). Yields the product C(C)(=O)N[C@@H](CCC(=O)O)CC1=CC(=CC=C1)OC ((S)-4-acetylamino-5-(3-methoxyphenyl)valeric acid), C=C[C@H]1CN2CC[C@H]1C[C@@H]2[C@H](C3=CC=NC4=CC=CC=C34)O ((+)-cinchonin). The yield is 106.4%. Reaction SMILES: [C:1]([NH:4][CH:5]([CH2:11][C:12]1[CH:17]=[CH:16][CH:15]=[C:14]([O:18][CH3:19])[CH:13]=1)[CH2:6][CH2:7][C:8]([OH:10])=[O:9])(=[O:3])[CH3:2].[CH2:20]=[CH:21][C@@H:22]1[C@@H:27]2[CH2:28][C@H:29]([C@@H:30]([OH:41])[C:31]3[C:40]4[C:35](=[CH:36][CH:37]=[CH:38][CH:39]=4)[N:34]=[CH:33][CH:32]=3)[N:24]([CH2:25][CH2:26]2)[CH2:23]1>O1CCOCC1>[C:1]([NH:4][C@H:5]([CH2:11][C:12]1[CH:17]=[CH:16][CH:15]=[C:14]([O:18][CH3:19])[CH:13]=1)[CH2:6][CH2:7][C:8]([OH:10])=[O:9])(=[O:3])[CH3:2].[CH2:20]=[CH:21][C@@H:22]1[C@@H:27]2[CH2:28][C@H:29]([C@@H:30]([OH:41])[C:31]3[C:40]4[C:35](=[CH:36][CH:37]=[CH:38][CH:39]=4)[N:34]=[CH:33][CH:32]=3)[N:24]([CH2:25][CH2:26]2)[CH2:23]1. Procedure: A mixture of 4-acetylamino-5-(3-methoxyphenyl)valeric acid (151 mg) and (+)-cinchonine (110 mg) in 1,4-dioxane (2.6 ml) was refluxed and the solution was allowed to cool. The resulting precipitates were collected by filtration and dried to give a salt of (S)-4-acetylamino-5-(3-methoxyphenyl)valeric acid and (+)-cinchonin (117 mg). This compound was recrystallized from 1,4-dioxane to give the pure salt (61 mg).